Dataset: the Open Reaction Database (ORD), a public repository of structured organic reaction records. Task: describe an organic reaction: reactants, conditions, products, and yield The reactants are ClC1=NC=CC2=C1C=CO2 (4-chlorofuro[3,2-c]pyridine), N1CCNCC1 (piperazine), O (water), ClCCl (dichloromethane). Run in C(C)O (ethanol). Yields the product N1(CCNCC1)C1=NC=CC2=C1C=CO2 (4-(1-Piperazinyl)furo[3,2-c]pyridine). As a reaction SMILES: Cl[C:2]1[C:7]2[CH:8]=[CH:9][O:10][C:6]=2[CH:5]=[CH:4][N:3]=1.[NH:11]1[CH2:16][CH2:15][NH:14][CH2:13][CH2:12]1.O.ClCCl>C(O)C>[N:11]1([C:2]2[C:7]3[CH:8]=[CH:9][O:10][C:6]=3[CH:5]=[CH:4][N:3]=2)[CH2:16][CH2:15][NH:14][CH2:13][CH2:12]1. Procedure details: A solution of 0.065 mol of 4-chlorofuro[3,2-c]pyridine and 5 equivalents of piperazine in 25 ml of ethanol is heated for 17 hours at 120° C. under an inert atmosphere. After cooling and concentration under reduced pressure, the residue obtained is stirred in the presence of 150 ml of water and 150 ml of dichloromethane. After decanting and extraction with dichloromethane, the organic phases are dried and filtered and then concentrated under reduced pressure, enabling the expected product to be i... Reactants: [H-].[Na+] (sodium hydride), SCCC(=O)O (3-mercaptopropionic acid), NC1=C2N=CN(C2=NC(=N1)Cl)CC1=CC=CC=C1 (6-amino-9-benzyl-2-chloropurine), Cl (hydrochloric acid), [Cl-].[Na+].O (brine). Run in CN(C)C=O (DMF). Run at temperature 100 celsius, time 5 hour. The product is NC1=C2N=CN(C2=NC(=N1)CCC(=S)O)CC1=CC=CC=C1 (3-(6-Amino-9-benzyl-2-purinyl)thiopropionic Acid). Isolated yield 47.0%. As a reaction SMILES: [H-].[Na+].[SH:3][CH2:4][CH2:5][C:6](O)=O.[NH2:9][C:10]1[N:18]=[C:17](Cl)[N:16]=[C:15]2[C:11]=1[N:12]=[CH:13][N:14]2[CH2:20][C:21]1[CH:26]=[CH:25][CH:24]=[CH:23][CH:22]=1.Cl.[Cl-].[Na+].[OH2:30]>CN(C=O)C>[NH2:9][C:10]1[N:18]=[C:17]([CH2:6][CH2:5][C:4]([OH:30])=[S:3])[N:16]=[C:15]2[C:11]=1[N:12]=[CH:13][N:14]2[CH2:20][C:21]1[CH:22]=[CH:23][CH:24]=[CH:25][CH:26]=1 |f:0.1,5.6.7|. Reported procedure: To sodium hydride (300 mg, 7.5 mmol 60% in mineral oil) were added DMF (10 ml), 3-mercaptopropionic acid (1 ml, 11 mmol) and 6-amino-9-benzyl-2-chloropurine (200 mg, 0.77 mmol) in order. The mixture was stirred at 100° C. for 5 hours. After addition of saturated brine, the reaction mixture was acidified with 2N hydrochloric acid and extracted with chloroform. The organic layer was dried on magnesium sulfate and concentrated in vacuo to dryness. The residue was purified with silica gel chromatogr... Reactants: Cc1cn(-c2ccnc3ccccc23)cc1C(=O)O, ClC(Cl)Cl, O=S(Cl)Cl. Yields the product Cc1cn(-c2ccnc3ccccc23)cc1C(=O)Cl. Reaction SMILES: [C:5](=[O:6])([OH:7])[c:8]1[cH:9][n:10](-[c:14]2[cH:15][cH:16][n:17][c:18]3[cH:19][cH:20][cH:21][cH:22][c:23]23)[cH:11][c:12]1[CH3:13].[CH:24]([Cl:25])([Cl:26])[Cl:27].[S:1]([Cl:2])([Cl:3])=[O:4]>>[Cl:3][C:5](=[O:6])[c:8]1[cH:9][n:10](-[c:14]2[cH:15][cH:16][n:17][c:18]3[cH:19][cH:20][cH:21][cH:22][c:23]23)[cH:11][c:12]1[CH3:13]. Starting materials: CC(=O)O, COc1ccc(C(=O)O)cc1OCCCCl, O=N[O-], [Na+], O, O=[N+]([O-])O. The product is COc1cc([N+](=O)[O-])c(C(=O)O)cc1OCCCCl. As a reaction SMILES: [CH3:21][C:22](=[O:23])[OH:24].[Cl:1][CH2:2][CH2:3][CH2:4][O:5][c:6]1[cH:7][c:8]([C:9](=[O:10])[OH:11])[cH:12][cH:13][c:14]1[O:15][CH3:16].[N:17](=[O:18])[O-:19].[Na+:20].[OH2:29].[OH:25][N+:26](=[O:27])[O-:28]>>[Cl:1][CH2:2][CH2:3][CH2:4][O:5][c:6]1[cH:7][c:8]([C:9](=[O:10])[OH:11])[c:12]([N+:17](=[O:18])[O-:19])[cH:13][c:14]1[O:15][CH3:16]. Reactants: N1=C(C=CC2=CC=CC=C12)COC=1C=C(OCC=2C=C(C(=O)OC)C=CC2)C=CC1 (methyl 3-(3-(2-quinolinylmethyloxy)phenoxymethyl)benzoate), [OH-].[Na+] (NaOH). The solvent is C1CCOC1 (THF), O (H2O), Cl (HCl). Run at temperature 50 celsius. Product: N1=C(C=CC2=CC=CC=C12)COC=1C=C(OCC=2C=C(C(=O)O)C=CC2)C=CC1 (3-(3-(2-quinolinylmethyloxy)phenoxymethyl)benzoic acid). RXN SMILES: [N:1]1[C:10]2[C:5](=[CH:6][CH:7]=[CH:8][CH:9]=2)[CH:4]=[CH:3][C:2]=1[CH2:11][O:12][C:13]1[CH:14]=[C:15]([CH:28]=[CH:29][CH:30]=1)[O:16][CH2:17][C:18]1[CH:19]=[C:20]([CH:25]=[CH:26][CH:27]=1)[C:21]([O:23]C)=[O:22].[OH-].[Na+]>C1COCC1.O.Cl>[N:1]1[C:10]2[C:5](=[CH:6][CH:7]=[CH:8][CH:9]=2)[CH:4]=[CH:3][C:2]=1[CH2:11][O:12][C:13]1[CH:14]=[C:15]([CH:28]=[CH:29][CH:30]=1)[O:16][CH2:17][C:18]1[CH:19]=[C:20]([CH:25]=[CH:26][CH:27]=1)[C:21]([OH:23])=[O:22] |f:1.2|. Procedure details: A mixture of 1.6 g of methyl 3-(3-(2-quinolinylmethyloxy)phenoxymethyl)benzoate and 0.5 g of NaOH in 20 ml of THF and 5 ml of H2O is heated at 50° C. overnight. The reaction mixture is acidified to pH 4 in 1N HCl solution, filtered and dried to give 3-(3-(2-quinolinylmethyloxy)phenoxymethyl)benzoic acid. (M.P. 149°-151° C.)